Task: describe an organic reaction: reactants, conditions, products, and yield. Dataset: the Open Reaction Database (ORD), a public repository of structured organic reaction records Starting materials: COc1cccc(CBr)c1, O=C(c1ccccc1)c1cnc2c(C(F)(F)F)cccc2c1-c1cccc(O)c1. The product is COc1cccc(COc2cccc(-c3c(C(=O)c4ccccc4)cnc4c(C(F)(F)F)cccc34)c2)c1. RXN SMILES: [Br:30][CH2:31][c:32]1[cH:33][c:34]([O:38][CH3:39])[cH:35][cH:36][cH:37]1.[OH:1][c:2]1[cH:3][c:4](-[c:8]2[c:9]([C:22](=[O:23])[c:24]3[cH:25][cH:26][cH:27][cH:28][cH:29]3)[cH:10][n:11][c:12]3[c:13]([C:18]([F:19])([F:20])[F:21])[cH:14][cH:15][cH:16][c:17]23)[cH:5][cH:6][cH:7]1>>[O:1]([c:2]1[cH:3][c:4](-[c:8]2[c:9]([C:22](=[O:23])[c:24]3[cH:25][cH:26][cH:27][cH:28][cH:29]3)[cH:10][n:11][c:12]3[c:13]([C:18]([F:19])([F:20])[F:21])[cH:14][cH:15][cH:16][c:17]23)[cH:5][cH:6][cH:7]1)[CH2:31][c:32]1[cH:33][c:34]([O:38][CH3:39])[cH:35][cH:36][cH:37]1.